From a dataset of the Open Reaction Database (ORD), a public repository of structured organic reaction records. describe an organic reaction: reactants, conditions, products, and yield Starting materials: CS(=O)(=O)Cl, ClCCl, COC(=O)c1cccc(CO)n1. Product: COC(=O)c1cccc(COS(C)(=O)=O)n1. RXN SMILES: [CH3:1][S:2]([Cl:3])(=[O:4])=[O:5].[Cl:18][CH2:19][Cl:20].[OH:6][CH2:7][c:8]1[cH:9][cH:10][cH:11][c:12]([C:14](=[O:15])[O:16][CH3:17])[n:13]1>>[CH3:1][S:2](=[O:4])(=[O:5])[O:6][CH2:7][c:8]1[cH:9][cH:10][cH:11][c:12]([C:14](=[O:15])[O:16][CH3:17])[n:13]1. Starting materials: Example 10 ( 1 ), COC1=CC=C2CN(C(C2=C1)=O)CC=1C=NC=CC1 (2,3-dihydro-6-methoxy-2-(3-pyridylmethyl)-1H-isoindole-1-one). The solvent is Br (hydrogen bromide). The product is OC1=CC=C2CN(C(C2=C1)=O)CC=1C=NC=CC1 (2,3-dihydro-6-hydroxy-2-(3-pyridylmethyl)-1H-isoindole-1-one). Reaction SMILES: C[O:2][C:3]1[CH:11]=[C:10]2[C:6]([CH2:7][N:8]([CH2:13][C:14]3[CH:15]=[N:16][CH:17]=[CH:18][CH:19]=3)[C:9]2=[O:12])=[CH:5][CH:4]=1>Br>[OH:2][C:3]1[CH:11]=[C:10]2[C:6]([CH2:7][N:8]([CH2:13][C:14]3[CH:15]=[N:16][CH:17]=[CH:18][CH:19]=3)[C:9]2=[O:12])=[CH:5][CH:4]=1. Procedure details: The titled compound was prepared in the same manner as in Example 10 (1) b) by refluxing 2,3-dihydro-6-methoxy-2-(3-pyridylmethyl)-1H-isoindole-1-one in 47% hydrogen bromide under heating. The reactants are O=C([O-])[O-], C=CCOCC(NC(=O)C(F)(F)F)c1ccccc1, CO, [K+], [K+], O. Product: C=CCOCC(N)c1ccccc1. RXN SMILES: [C:20](=[O:21])([O-:22])[O-:23].[CH2:1]([CH:2]=[CH2:3])[O:4][CH2:5][CH:6]([c:7]1[cH:8][cH:9][cH:10][cH:11][cH:12]1)[NH:13][C:14](=[O:15])[C:16]([F:17])([F:18])[F:19].[CH3:26][OH:27].[K+:24].[K+:25].[OH2:28]>>[CH2:1]([CH:2]=[CH2:3])[O:4][CH2:5][CH:6]([c:7]1[cH:8][cH:9][cH:10][cH:11][cH:12]1)[NH2:13]. Starting materials: O (H2O), B(=O)O[O-].[Na+] (sodium perborate), C(CC=C)N(S(=O)(=O)C1=C(C(=C(C(=C1F)F)F)F)F)C1=CC=C(C=C1)OC (1-(N-(3-butenyl)pentafluorophenylsulfonamido)-4-methoxybenzene), B.C1CCOC1 (BH3.THF), solution. The solvent is C1CCOC1 (THF), C1CCOC1 (THF). Conditions: temperature 0 celsius, time 1 hour. Yields the product OCCCCN(S(=O)(=O)C1=C(C(=C(C(=C1F)F)F)F)F)C1=CC=C(C=C1)OC (1-(N-(4-hydroxybutyl)pentafluorophenylsulfonamido)-4-methoxybenzene). Yield: 64.0%. As a reaction SMILES: [CH2:1]([N:5]([C:20]1[CH:25]=[CH:24][C:23]([O:26][CH3:27])=[CH:22][CH:21]=1)[S:6]([C:9]1[C:14]([F:15])=[C:13]([F:16])[C:12]([F:17])=[C:11]([F:18])[C:10]=1[F:19])(=[O:8])=[O:7])[CH2:2][CH:3]=[CH2:4].B.C1C[O:32]CC1.O.B(O[O-])=O.[Na+]>C1COCC1>[OH:32][CH2:4][CH2:3][CH2:2][CH2:1][N:5]([C:20]1[CH:21]=[CH:22][C:23]([O:26][CH3:27])=[CH:24][CH:25]=1)[S:6]([C:9]1[C:10]([F:19])=[C:11]([F:18])[C:12]([F:17])=[C:13]([F:16])[C:14]=1[F:15])(=[O:7])=[O:8] |f:1.2,4.5|. Reported procedure: To a solution of 1-(N-(3-butenyl)pentafluorophenylsulfonamido)-4-methoxybenzene (410 mg, 1.01 mmol) in THF (6.5 mL) at −78° C. was added BH3.THF (1.00 mL of a 1 M solution in THF, 1.00 mmol). After stirring at −78° C. for 1 h and at 0° C. for 1 h, the reaction mixture was treated with H2O (20 mL) and sodium perborate (513 mg, 5.14 mmol). After stirring at rt for 2 h, the mixture was poured onto H2O (20 mL) and extracted with CH2Cl2 (3×15 mL). The combined organic extracts were washed with sat. N...